This data is from the Open Reaction Database (ORD), a public repository of structured organic reaction records. The task is: describe an organic reaction: reactants, conditions, products, and yield Reactants: O=C1OC(C(=N1)C1=CC=CC=C1)CCC(=O)OC (methyl 3-(2-oxo-4-phenyloxazolin-5-yl)propionate), O(Cl)Cl (oxychloride), ice water. Solvent: N1=CC=CC=C1 (pyridine). Run at temperature 105 celsius, time 2 hour. Yields the product ClC=1OC(=C(N1)C1=CC=CC=C1)CCC(=O)OC (methyl 3-(2-chloro-4-phenyl-5-oxazolyl)propionate). The yield is 74.4%. RXN SMILES: O=[C:2]1[N:6]=[C:5]([C:7]2[CH:12]=[CH:11][CH:10]=[CH:9][CH:8]=2)[CH:4]([CH2:13][CH2:14][C:15]([O:17][CH3:18])=[O:16])[O:3]1.O(Cl)[Cl:20]>N1C=CC=CC=1>[Cl:20][C:2]1[O:3][C:4]([CH2:13][CH2:14][C:15]([O:17][CH3:18])=[O:16])=[C:5]([C:7]2[CH:12]=[CH:11][CH:10]=[CH:9][CH:8]=2)[N:6]=1. Procedure details: A mixture of methyl 3-(2-oxo-4-phenyloxazolin-5-yl)propionate (3.00 g), pyridine (0.98 ml) and phosphoric oxychloride (7.62 g) was stirred at 105° C. for 2 hrs. The reaction mixture was slowly poured into ice water and the mixture was extracted with ethyl acetate. The organic layer was washed successively with saturated aqueous sodium hydrogen carbonate and saturated brine, dried over anhydrous magnesium sulfate and concentrated. The obtained residue was subjected to silica gel column chromatogr... Starting materials: Cc1ccccc1, CS(=O)(=O)Cl, OC1CCCC1, Cl, c1ccncc1. Yields the product CS(=O)(=O)OC1CCCC1. RXN SMILES: [CH3:12][c:13]1[cH:14][cH:15][cH:16][cH:17][cH:18]1.[CH3:7][S:8]([Cl:9])(=[O:10])=[O:11].[CH:1]1([OH:6])[CH2:2][CH2:3][CH2:4][CH2:5]1.[ClH:19].[cH:20]1[cH:21][cH:22][n:23][cH:24][cH:25]1>>[CH:1]1([O:6][S:8]([CH3:7])(=[O:10])=[O:11])[CH2:2][CH2:3][CH2:4][CH2:5]1. The reactants are C([O-])([O-])=O.[Na+].[Na+] (sodium carbonate), step-ii, COC1=NC=C(C=C1NS(=O)(=O)C)B1OC(C(O1)(C)C)(C)C (N-(2-methoxy-5-(4,4,5,5-tetramethyl-1,3,2-dioxaborolan-2-yl)pyridin-3-yl)methanesulfonamide), BrC=1C=C2C(=NC1)N(C=C2C=2C=NN(C2)CC2=CC(=CC=C2)F)S(=O)(=O)C2=CC=C(C)C=C2 (5-bromo-3-(1-(3-fluorobenzyl)-1H-pyrazol-4-yl)-1-tosyl-1H-pyrrolo[2,3-b]pyridine), COC1=NC=C(C=C1NS(=O)(=O)C)B1OC(C(O1)(C)C)(C)C (N-(2-methoxy-5-(4,4,5,5-tetramethyl-1,3,2-dioxaborolan-2-yl)pyridin-3-yl)methanesulfonamide). Reagents/catalysts: Cl[Pd]([P](C1=CC=CC=C1)(C2=CC=CC=C2)C3=CC=CC=C3)([P](C4=CC=CC=C4)(C5=CC=CC=C5)C6=CC=CC=C6)Cl (Pd(PPh3)2Cl2). Solvent: COCCOC.O (DME water). Yields the product FC=1C=C(CN2N=CC(=C2)C2=CN(C3=NC=C(C=C32)C=3C=C(C(=NC3)OC)NS(=O)(=O)C)S(=O)(=O)C3=CC=C(C)C=C3)C=CC1 (N-(5-(3-(1-(3-fluorobenzyl)-1H-pyrazol-4-yl)-1-tosyl-1H-pyrrolo[2,3-b]pyridin-5-yl)-2-methoxypyridin-3-yl)methanesulfonamide). Isolated yield 58.6%. Reaction SMILES: Br[C:2]1[CH:3]=[C:4]2[C:10]([C:11]3[CH:12]=[N:13][N:14]([CH2:16][C:17]4[CH:22]=[CH:21][CH:20]=[C:19]([F:23])[CH:18]=4)[CH:15]=3)=[CH:9][N:8]([S:24]([C:27]3[CH:33]=[CH:32][C:30]([CH3:31])=[CH:29][CH:28]=3)(=[O:26])=[O:25])[C:5]2=[N:6][CH:7]=1.[CH3:34][O:35][C:36]1[C:41]([NH:42][S:43]([CH3:46])(=[O:45])=[O:44])=[CH:40][C:39](B2OC(C)(C)C(C)(C)O2)=[CH:38][N:37]=1.C(=O)([O-])[O-].[Na+].[Na+]>COCCOC.O.Cl[Pd](Cl)([P](C1C=CC=CC=1)(C1C=CC=CC=1)C1C=CC=CC=1)[P](C1C=CC=CC=1)(C1C=CC=CC=1)C1C=CC=CC=1>[F:23][C:19]1[CH:18]=[C:17]([CH:22]=[CH:21][CH:20]=1)[CH2:16][N:14]1[CH:15]=[C:11]([C:10]2[C:4]3[C:5](=[N:6][CH:7]=[C:2]([C:39]4[CH:40]=[C:41]([NH:42][S:43]([CH3:46])(=[O:44])=[O:45])[C:36]([O:35][CH3:34])=[N:37][CH:38]=4)[CH:3]=3)[N:8]([S:24]([C:27]3[CH:28]=[CH:29][C:30]([CH3:31])=[CH:32][CH:33]=3)(=[O:26])=[O:25])[CH:9]=2)[CH:12]=[N:13]1 |f:2.3.4,5.6,^1:71,90|. Reported procedure: Using similar reaction conditions as described in step-ii of example-1, 5-bromo-3-(1-(3-fluorobenzyl)-1H-pyrazol-4-yl)-1-tosyl-1H-pyrrolo[2,3-b]pyridine (compound of step-i of example 9) (100 mg, 0.19 mmol) was coupled with N-(2-methoxy-5-(4,4,5,5-tetramethyl-1,3,2-dioxaborolan-2-yl)pyridin-3-yl)methanesulfonamide (Intermediate 65D) (69 mg, 0.20 mmol) using sodium carbonate (61 mg, 0.57 mmol) and Pd(PPh3)2Cl2 (7 mg, 0.009 mmol) in DME/water (5/0.5 mL). This afforded 72 mg (58.5% yield) of the ti... Reactants: O=C(Cl)c1cnc(Cl)c(Br)c1, OCCO, ClCCl. Product: O=C(OCCO)c1cnc(Cl)c(Br)c1. As a reaction SMILES: [Br:1][c:2]1[c:3]([Cl:11])[n:4][cH:5][c:6]([C:7](=[O:8])[Cl:9])[cH:10]1.[CH2:12]([CH2:13][OH:14])[OH:15].[Cl:16][CH2:17][Cl:18]>>[Br:1][c:2]1[c:3]([Cl:11])[n:4][cH:5][c:6]([C:7](=[O:8])[O:15][CH2:12][CH2:13][OH:14])[cH:10]1. The reactants are FC(OC1=CC=C(N)C=C1)F (p-difluoromethoxyaniline), Cl/C=1/C(=O)OC(\C1\Cl)=O (2,3-dichloromaleic anhydride), O (water). Run in C1(=CC=CC=C1)C (toluene), C1(=CC=CC=C1)C (toluene). Product: ClC=1C(=O)N(C(C1Cl)=O)C1=CC=C(C=C1)OC(F)F (2,3-dichloro-N-(p-difluoromethoxyphenyl)maleimide). Yield: 94.8%. RXN SMILES: [Cl:1][C:2]1[C:3]([O:5][C:6](=[O:9])[C:7]=1[Cl:8])=O.[F:10][CH:11]([F:20])[O:12][C:13]1[CH:19]=[CH:18][C:16]([NH2:17])=[CH:15][CH:14]=1.O>C1(C)C=CC=CC=1>[Cl:8][C:7]1[C:6]([N:17]([C:16]2[CH:18]=[CH:19][C:13]([O:12][CH:11]([F:10])[F:20])=[CH:14][CH:15]=2)[C:3](=[O:5])[C:2]=1[Cl:1])=[O:9]. Reported procedure: A solution of 16.7 g (0.1 mole) of 2,3-dichloromaleic anhydride in 70 ml of toluene is heated to boiling. A solution of 15.9 g (0.1 mole) of p-difluoromethoxyaniline in 30 ml of toluene is added dropwise to it over 20 minutes with stirring. Thereafter, the resulting solution is refluxed until water is no longer distilled. This requires about 2 hours. The mixture is cooled to room temperature to precipitate crystals. The precipitated crystals are filtered off and washed with hexane to obtain 29.2...